From a dataset of the Open Reaction Database (ORD), a public repository of structured organic reaction records. describe an organic reaction: reactants, conditions, products, and yield Reactants: ClC1=CC(=CC=C1)C(=O)OO (3-chloroperbenzoic acid), C(CCC)OCCOC1=CC=C(C=C1)C=1C=CC2=C(C=C(CCN2CC(C)C)C(=O)NC2=CC=C(C=C2)SCC=2N(C=NC2)C2CC2)C1 (7-[4-(2-butoxyethoxy)phenyl]-1-isobutyl-N-[4-[(3-cyclopropylimidazol-4-yl)methylthio]phenyl]-2,3-dihydro-1H-1-benzazepine-4-carboxamide), S(=S)(=O)([O-])[O-].[Na+].[Na+] (sodium thiosulfate). The solvent is ClCCl (dichloromethane), ClCCl (dichloromethane). Conditions: temperature -78 celsius, time 1 hour. The product is C(CCC)OCCOC1=CC=C(C=C1)C=1C=CC2=C(C=C(CCN2CC(C)C)C(=O)NC2=CC=C(C=C2)S(=O)CC=2N(C=NC2)C2CC2)C1 (7-[4-(2-butoxyethoxy)phenyl]-1-isobutyl-N-[4-[(3-cyclopropylimidazol-4-yl)methylsulfinyl]phenyl]-2,3-dihydro-1H-1-benzazepine-4-carboxamide). The yield is 71.6%. Reaction SMILES: [CH2:1]([O:5][CH2:6][CH2:7][O:8][C:9]1[CH:14]=[CH:13][C:12]([C:15]2[CH:16]=[CH:17][C:18]3[N:24]([CH2:25][CH:26]([CH3:28])[CH3:27])[CH2:23][CH2:22][C:21]([C:29]([NH:31][C:32]4[CH:37]=[CH:36][C:35]([S:38][CH2:39][C:40]5[N:41]([CH:45]6[CH2:47][CH2:46]6)[CH:42]=[N:43][CH:44]=5)=[CH:34][CH:33]=4)=[O:30])=[CH:20][C:19]=3[CH:48]=2)=[CH:11][CH:10]=1)[CH2:2][CH2:3][CH3:4].ClC1C=CC=C(C(OO)=[O:57])C=1.S([O-])([O-])(=O)=S.[Na+].[Na+]>ClCCl>[CH2:1]([O:5][CH2:6][CH2:7][O:8][C:9]1[CH:10]=[CH:11][C:12]([C:15]2[CH:16]=[CH:17][C:18]3[N:24]([CH2:25][CH:26]([CH3:27])[CH3:28])[CH2:23][CH2:22][C:21]([C:29]([NH:31][C:32]4[CH:33]=[CH:34][C:35]([S:38]([CH2:39][C:40]5[N:41]([CH:45]6[CH2:46][CH2:47]6)[CH:42]=[N:43][CH:44]=5)=[O:57])=[CH:36][CH:37]=4)=[O:30])=[CH:20][C:19]=3[CH:48]=2)=[CH:13][CH:14]=1)[CH2:2][CH2:3][CH3:4] |f:2.3.4|. Procedure details: 7-[4-(2-butoxyethoxy)phenyl]-1-isobutyl-N-[4-[(3-cyclopropylimidazol-4-yl)methylthio]phenyl]-2,3-dihydro-1H-1-benzazepine-4-carboxamide (0.3 g) was dissolved in dichloromethane (10 ml), and the mixture was cooled to −78° C. 3-chloroperbenzoic acid (0.17 g) in dichloromethane solution (5 ml) was added dropwise to the solution. The mixture was stirred for 1 hour at −78° C., and then, sodium thiosulfate solution was added to the mixture. The mixture was concentrated, and extracted with ethyl acetat... Reactants: C(C)(=O)[O-].[Na+] (Sodium acetate), C=1C=C[NH+]=CC1.[O-][Cr](=O)(=O)Cl (PCC), CC1(C23C(=C(CC1)C(CO)C)C(C(CC2)C3)(C)C)C (2-(2,2,7,7-Tetramethyltricyclo[6.2.1.01,6]undec-5-en-5-yl)propan-1-ol). Isolated yield 63.4%. The solvent is ClCCl (dichloromethane). Conditions: time 3 hour. Yields the product CC1(C23C(=C(CC1)C(C=O)C)C(C(CC2)C3)(C)C)C (2-(2,2,7,7-Tetramethyltricyclo[6.2.1.01,6]undec-5-en-5-yl)propanal). Reported procedure: Sodium acetate (0.1 g) and PCC (6.6 g, 0.031 mol, portionwise) was added successively at r. t. to a vigorously stirred solution of 3b (6.0 g, 0.023 mol) in dichloromethane (200 ml). After additional 3 h stirring, the black reaction mixture was filtered through Celite®, the filtrate was concentrated in vacuo and purified by flash chromatography (MTBE/hexane 1:10) to give 2-(2,2,7,7-tetramethyltricyclo[6.2.1.01,6]undec-5-en-5-yl)propanal (9b, 3.8 g, 64% yield, white solid). RXN SMILES: C([O-])(=O)C.[Na+].C1C=C[NH+]=CC=1.[O-][Cr](Cl)(=O)=O.[CH3:17][C:18]1([CH3:35])[CH2:23][CH2:22][C:21]([CH:24]([CH3:27])[CH2:25][OH:26])=[C:20]2[C:28]([CH3:34])([CH3:33])[CH:29]3[CH2:32][C:19]12[CH2:31][CH2:30]3>ClCCl>[CH3:35][C:18]1([CH3:17])[CH2:23][CH2:22][C:21]([CH:24]([CH3:27])[CH:25]=[O:26])=[C:20]2[C:28]([CH3:34])([CH3:33])[CH:29]3[CH2:32][C:19]12[CH2:31][CH2:30]3 |f:0.1,2.3|.